This data is from the Open Reaction Database (ORD), a public repository of structured organic reaction records. The task is: describe an organic reaction: reactants, conditions, products, and yield Reactants: COC(C1=CC=C(C=C1)CN(C1=CC=CC=C1)C1CCN(CC1)C1(CCN(CC1)C(C1=C(C=CC=C1C)C)=O)C)=O (4-({[1′-(2,6-Dimethyl-benzoyl)-4′-methyl-[1,4′]bipiperidinyl-4-yl]-phenyl-amino}-methyl)-benzoic acid methyl ester), C(=O)(O)[O-].[Na+] (NaHCO3), [Li+].[OH-] (LiOH), Cl (HCl). The solvent is O (water), CO (methanol). The product is CC1=C(C(=O)N2CCC(CC2)(N2CCC(CC2)N(C2=CC=CC=C2)CC2=CC=C(C(=O)O)C=C2)C)C(=CC=C1)C (4-({[1′-(2,6-Dimethyl-benzoyl)-4′-methyl-[1,4′]bipiperidinyl-4-yl]-phenyl-amino}-methyl)-benzoic acid). Reaction SMILES: C[O:2][C:3](=[O:41])[C:4]1[CH:9]=[CH:8][C:7]([CH2:10][N:11]([CH:18]2[CH2:23][CH2:22][N:21]([C:24]3([CH3:40])[CH2:29][CH2:28][N:27]([C:30](=[O:39])[C:31]4[C:36]([CH3:37])=[CH:35][CH:34]=[CH:33][C:32]=4[CH3:38])[CH2:26][CH2:25]3)[CH2:20][CH2:19]2)[C:12]2[CH:17]=[CH:16][CH:15]=[CH:14][CH:13]=2)=[CH:6][CH:5]=1.[Li+].[OH-].Cl.C([O-])(O)=O.[Na+]>O.CO>[CH3:38][C:32]1[CH:33]=[CH:34][CH:35]=[C:36]([CH3:37])[C:31]=1[C:30]([N:27]1[CH2:28][CH2:29][C:24]([CH3:40])([N:21]2[CH2:20][CH2:19][CH:18]([N:11]([CH2:10][C:7]3[CH:6]=[CH:5][C:4]([C:3]([OH:41])=[O:2])=[CH:9][CH:8]=3)[C:12]3[CH:17]=[CH:16][CH:15]=[CH:14][CH:13]=3)[CH2:23][CH2:22]2)[CH2:25][CH2:26]1)=[O:39] |f:1.2,4.5|. Reported procedure: A mixture of 4-({[1′-(2,6-Dimethyl-benzoyl)-4′-methyl-[1,4′]bipiperidinyl-4-yl]-phenyl-amino}-methyl)-benzoic acid methyl ester (180 mg, 0.325 mmol), methanol (10 ml), water (3 ml) and 33 mmol) was heated under reflux for 2 h. The pH was adjusted LiOH (200 mg to 1 with 2 N HCl and then to pH 7 with NaHCO3. The mixture was extracted with ethyl acetate and dried with Na2SO4. The solvent was evaporated and the residue crystallized from methanol/water to give 4-({[1′-(2,6-Dimethyl-benzoyl)-4′-methyl...